This data is from the Open Reaction Database (ORD), a public repository of structured organic reaction records. The task is: describe an organic reaction: reactants, conditions, products, and yield Starting materials: CCOC(=O)c1ccc(CP(=O)(OCC)OCC)c(OC)c1, CC(=O)O, CC(C)=O, CCOCC, [H][H], CN(C)C=O, O. The product is CCOC(=O)c1ccc(C=C(C)C)c(OC)c1. Reaction SMILES: [C:1](=[O:2])([O:3][CH2:4][CH3:5])[c:6]1[cH:7][c:8]([O:21][CH3:22])[c:9]([CH2:10][P:11](=[O:12])([O:13][CH2:14][CH3:15])[O:16][CH2:17][CH3:18])[cH:19][cH:20]1.[C:39]([OH:40])(=[O:41])[CH3:42].[CH3:25][C:26]([CH3:27])=[O:28].[CH3:29][CH2:30][O:31][CH2:32][CH3:33].[H:23][H:24].[O:34]=[CH:35][N:36]([CH3:37])[CH3:38].[OH2:43]>>[C:1](=[O:2])([O:3][CH2:4][CH3:5])[c:6]1[cH:7][c:8]([O:21][CH3:22])[c:9]([CH:10]=[C:26]([CH3:25])[CH3:27])[cH:19][cH:20]1. The reactants are CNC (dimethylamine), C=O (formaldehyde), ester, COC(=O)C=1NC2=CC=CC=C2C1 (2-Methoxycarbonylindole). Run in C(C)(=O)O (acetic acid). Conditions: temperature 80 celsius, time 20 hour. Product: CN(C)CC1=C(NC2=CC=CC=C12)C(=O)OC (3-Dimethylaminomethyl-2-methoxycarbonylindole). As a reaction SMILES: [CH3:1][O:2][C:3]([C:5]1[NH:6][C:7]2[C:12]([CH:13]=1)=[CH:11][CH:10]=[CH:9][CH:8]=2)=[O:4].[CH3:14][NH:15][CH3:16].[CH2:17]=O>C(O)(=O)C>[CH3:14][N:15]([CH2:17][C:13]1[C:12]2[C:7](=[CH:8][CH:9]=[CH:10][CH:11]=2)[NH:6][C:5]=1[C:3]([O:2][CH3:1])=[O:4])[CH3:16]. Procedure details: To 51 g ester from (a) was added a mixture of 38 ml dimethylamine, 40 ml acetic acid and 23.5 ml formaldehyde (35% in water). After 20 hours stirring at 80° C. the mixture was cooled and the product isolated by acid-base separation. Starting materials: BrC1=C(C=CC=C1)CC(=O)O (2-bromophenylacetic acid), FC=1C=C(N)C=CC1 (3-fluoroaniline). Yields the product FC=1C=C(C=CC1)NC1=C(C=CC=C1)CC(=O)O (2-[(3-fluorophenyl)amino]phenylacetic acid). As a reaction SMILES: Br[C:2]1[CH:7]=[CH:6][CH:5]=[CH:4][C:3]=1[CH2:8][C:9]([OH:11])=[O:10].[F:12][C:13]1[CH:14]=[C:15]([CH:17]=[CH:18][CH:19]=1)[NH2:16]>>[F:12][C:13]1[CH:14]=[C:15]([NH:16][C:2]2[CH:7]=[CH:6][CH:5]=[CH:4][C:3]=2[CH2:8][C:9]([OH:11])=[O:10])[CH:17]=[CH:18][CH:19]=1. Procedure details: In the manner described in example 3, 2-bromophenylacetic acid is condensed with 3-fluoroaniline to yield 2-[(3-fluorophenyl)amino]phenylacetic acid. Starting materials: [Br-], Cc1ccccc1, O=C1C(=Cc2ccccc2)N2C3CCC2CC1C3, [Cl-], [NH4+], [Mg+]c1ccccc1. The product is O=C1C2CC3CCC(C2)N3C1C(c1ccccc1)c1ccccc1. As a reaction SMILES: [Br-:1].[CH3:29][c:30]1[cH:31][cH:32][cH:33][cH:34][cH:35]1.[CH:9]([c:10]1[cH:11][cH:12][cH:13][cH:14][cH:15]1)=[C:16]1[C:17](=[O:26])[CH:18]2[CH2:19][CH:20]3[CH2:21][CH2:22][CH:23]([N:24]13)[CH2:25]2.[Cl-:27].[NH4+:28].[c:2]1([Mg+:8])[cH:3][cH:4][cH:5][cH:6][cH:7]1>>[c:2]1([CH:9]([c:10]2[cH:11][cH:12][cH:13][cH:14][cH:15]2)[CH:16]2[C:17](=[O:26])[CH:18]3[CH2:19][CH:20]4[CH2:21][CH2:22][CH:23]([N:24]24)[CH2:25]3)[cH:3][cH:4][cH:5][cH:6][cH:7]1. The reactants are F[B-](F)(F)F (fluoroborate), C(C1=CC=CC=C1)N1C(CCC1)=N (1-benzyl-2-iminopyrrolidine), ClC=1C=C(C=CC1F)N=C=O (3-chloro-4-fluorophenyl-isocyanate). Run at time 1 hour. The product is C(C1=CC=CC=C1)N1C(CCC1)=NC(=O)NC1=CC(=C(C=C1)F)Cl (1-(1-benzyl-2-pyrrolidylidene)- 3-(3-chloro-4-fluorophenyl)urea). Reaction SMILES: F[B-](F)(F)F.[CH2:6]([N:13]1[CH2:17][CH2:16][CH2:15][C:14]1=[NH:18])[C:7]1[CH:12]=[CH:11][CH:10]=[CH:9][CH:8]=1.[Cl:19][C:20]1[CH:21]=[C:22]([N:27]=[C:28]=[O:29])[CH:23]=[CH:24][C:25]=1[F:26]>>[CH2:6]([N:13]1[CH2:17][CH2:16][CH2:15][C:14]1=[N:18][C:28]([NH:27][C:22]1[CH:23]=[CH:24][C:25]([F:26])=[C:20]([Cl:19])[CH:21]=1)=[O:29])[C:7]1[CH:12]=[CH:11][CH:10]=[CH:9][CH:8]=1. Reported procedure: The fluoroborate salt of 1-benzyl-2-iminopyrrolidine (6.55 g.; 0.025 mole) is converted to the free base (4.36 g.; 0.025 mole) in the usual manner. After drying over K2CO3, the benzene solution is filtered through diatomaceous earth and 4.29 g. (0.025 mole) of 3-chloro-4-fluorophenyl-isocyanate is added. The reaction mixture is stirred at room temperature for 1 hour and then evaporated to dryness in vacuo to give a solid residue. Recrystallizations from acetone-ether yields the pure product, 1-(... Starting materials: NC1=C(C(=O)NC2=NN(C=C2)C2=CC(=CC=C2)C(F)(F)F)C=C(C=C1)N1CCCCC1 (2-amino-5-(piperidin-1-yl)-N-(1-(3-(trifluoromethyl)phenyl)-1H-pyrazol-3-yl)benzamide), C(C)N(CCN(C)CC=1C=C(C(=O)O)C=CC1)CC (3-(((2-(diethylamino)ethyl)(methyl)amino)methyl)benzoic acid), CCN=C=NCCCN(C)C.Cl (EDC.HCl). Reagents/catalysts: CN(C1=CC=NC=C1)C (4-dimethylaminopyridine). Run in ClCCl (dichloromethane). Conditions: temperature 30 celsius, time 8 hour. Product: C(C)N(CCN(C)CC=1C=C(C(=O)NC2=C(C(=O)NC3=NN(C=C3)C3=CC(=CC=C3)C(F)(F)F)C=C(C=C2)N2CCCCC2)C=CC1)CC (2-(3-(((2-(diethylamino)ethyl)(methyl)amino)methyl)benzamido)-5-(piperidin-1-yl)-N-(1-(3-(trifluoromethyl)phenyl)-1H-pyrazol-3-yl)benzamide). Yield: 37.6%. Reaction SMILES: [NH2:1][C:2]1[CH:25]=[CH:24][C:23]([N:26]2[CH2:31][CH2:30][CH2:29][CH2:28][CH2:27]2)=[CH:22][C:3]=1[C:4]([NH:6][C:7]1[CH:11]=[CH:10][N:9]([C:12]2[CH:17]=[CH:16][CH:15]=[C:14]([C:18]([F:21])([F:20])[F:19])[CH:13]=2)[N:8]=1)=[O:5].[CH2:32]([N:34]([CH2:49][CH3:50])[CH2:35][CH2:36][N:37]([CH2:39][C:40]1[CH:41]=[C:42]([CH:46]=[CH:47][CH:48]=1)[C:43](O)=[O:44])[CH3:38])[CH3:33].CCN=C=NCCCN(C)C.Cl>ClCCl.CN(C)C1C=CN=CC=1>[CH2:49]([N:34]([CH2:32][CH3:33])[CH2:35][CH2:36][N:37]([CH2:39][C:40]1[CH:41]=[C:42]([CH:46]=[CH:47][CH:48]=1)[C:43]([NH:1][C:2]1[CH:25]=[CH:24][C:23]([N:26]2[CH2:31][CH2:30][CH2:29][CH2:28][CH2:27]2)=[CH:22][C:3]=1[C:4]([NH:6][C:7]1[CH:11]=[CH:10][N:9]([C:12]2[CH:17]=[CH:16][CH:15]=[C:14]([C:18]([F:20])([F:21])[F:19])[CH:13]=2)[N:8]=1)=[O:5])=[O:44])[CH3:38])[CH3:50] |f:2.3|. Procedure details: Into a 50-mL round bottom flask, was placed a solution of 2-amino-5-(piperidin-1-yl)-N-(1-(3-(trifluoromethyl)phenyl)-1H-pyrazol-3-yl)benzamide 8d (100 mg, 0.23 mmol, 1.00 equiv) in dichloromethane (5 mL), 3-(((2-(diethylamino)ethyl)(methyl)amino)methyl)benzoic acid (74 mg, 0.28 mmol, 1.20 equiv), EDC.HCl (90 mg, 0.47 mmol, 2.01 equiv), and 4-dimethylaminopyridine (43 mg, 0.35 mmol, 1.51 equiv). The resulting solution was stirred overnight at 30° C. in an oil bath. The reaction progress was moni... Starting materials: CCO, O=C[O-], COC(=O)CC(Nc1ccc([N+](=O)[O-])cc1[N+](=O)[O-])c1ccccc1, [NH4+], O. Product: COC(=O)CC(Nc1ccc([N+](=O)[O-])cc1N)c1ccccc1. As a reaction SMILES: [CH3:30][CH2:31][OH:32].[CH:26]([O-:27])=[O:28].[N+:1]([O-:2])(=[O:3])[c:4]1[c:5]([NH:6][CH:7]([CH2:8][C:9](=[O:10])[O:11][CH3:12])[c:13]2[cH:14][cH:15][cH:16][cH:17][cH:18]2)[cH:19][cH:20][c:21]([N+:23](=[O:24])[O-:25])[cH:22]1.[NH4+:29].[OH2:33]>>[NH2:1][c:4]1[c:5]([NH:6][CH:7]([CH2:8][C:9](=[O:10])[O:11][CH3:12])[c:13]2[cH:14][cH:15][cH:16][cH:17][cH:18]2)[cH:19][cH:20][c:21]([N+:23](=[O:24])[O-:25])[cH:22]1. The reactants are Cc1ccccc1, CCCCCCC, [Cl-], O=C(CCCC(=O)N1C(=O)OCC1c1ccccc1)c1ccc(F)cc1, [Na+]. Yields the product O=C(CCCC(O)c1ccc(F)cc1)N1C(=O)OCC1c1ccccc1. As a reaction SMILES: [CH3:29][c:30]1[cH:31][cH:32][cH:33][cH:34][cH:35]1.[CH3:36][CH2:37][CH2:38][CH2:39][CH2:40][CH2:41][CH3:42].[Cl-:28].[F:1][c:2]1[cH:3][cH:4][c:5]([C:8]([CH2:9][CH2:10][CH2:11][C:12](=[O:13])[N:14]2[C:15](=[O:25])[O:16][CH2:17][CH:18]2[c:19]2[cH:20][cH:21][cH:22][cH:23][cH:24]2)=[O:26])[cH:6][cH:7]1.[Na+:27]>>[F:1][c:2]1[cH:3][cH:4][c:5]([CH:8]([CH2:9][CH2:10][CH2:11][C:12](=[O:13])[N:14]2[C:15](=[O:25])[O:16][CH2:17][CH:18]2[c:19]2[cH:20][cH:21][cH:22][cH:23][cH:24]2)[OH:26])[cH:6][cH:7]1. Reactants: FC1=C(C=CC=C1)N=C=S (2-fluorophenyl isothiocyanate), N (ammonia). Solvent: CCOCC (ether). Product: FC1=C(C=CC=C1)NC(=S)N (N-(2- fluorophenyl)thiourea). As a reaction SMILES: [F:1][C:2]1[CH:7]=[CH:6][CH:5]=[CH:4][C:3]=1[N:8]=[C:9]=[S:10].[NH3:11]>CCOCC>[F:1][C:2]1[CH:7]=[CH:6][CH:5]=[CH:4][C:3]=1[NH:8][C:9]([NH2:11])=[S:10]. Reported procedure: To a stirred solution of 7.0 g (0.045 mol) of 2-fluorophenyl isothiocyanate in 100 ml of ether, was added ammonia gas over a three minute period. A white solid crystallized and was collected by filtration to yield 5.3 g of N-(2- fluorophenyl)thiourea. melting point 147-148° C.